From a dataset of the Open Reaction Database (ORD), a public repository of structured organic reaction records. describe an organic reaction: reactants, conditions, products, and yield Starting materials: Cl (HCl), FC(C1=NC=C(C=N1)N1C[C@H](CCC1)N[C@H]1[C@@H](CCCC1)NC(OC(C)(C)C)=O)(F)F (tert-butyl (1R,2R)-2-((S)-1-(2-(trifluoromethyl)pyrimidin-5-yl)piperidin-3-ylamino)cyclohexylcarbamate). The solvent is O1CCOCC1 (dioxane), CO (MeOH), O1CCOCC1 (dioxane). Run at time 1 hour. Product: FC(C1=NC=C(C=N1)N1C[C@H](CCC1)N[C@H]1[C@@H](CCCC1)N)(F)F ((1R,2R)—N1—((S)-1-(2-(trifluoromethyl)pyrimidin-5-yl)piperidin-3-yl)cyclohexane-1,2-diamine). The yield is 98.5%. RXN SMILES: Cl.[F:2][C:3]([F:32])([F:31])[C:4]1[N:9]=[CH:8][C:7]([N:10]2[CH2:15][CH2:14][CH2:13][C@H:12]([NH:16][C@@H:17]3[CH2:22][CH2:21][CH2:20][CH2:19][C@H:18]3[NH:23]C(=O)OC(C)(C)C)[CH2:11]2)=[CH:6][N:5]=1>O1CCOCC1.CO>[F:32][C:3]([F:2])([F:31])[C:4]1[N:9]=[CH:8][C:7]([N:10]2[CH2:15][CH2:14][CH2:13][C@H:12]([NH:16][C@@H:17]3[CH2:22][CH2:21][CH2:20][CH2:19][C@H:18]3[NH2:23])[CH2:11]2)=[CH:6][N:5]=1. Procedure details: 4 N HCl in dioxane (2.29 mL, 9.15 mmol) was slowly added to a solution of tert-butyl (1R,2R)-2-((S)-1-(2-(trifluoromethyl)pyrimidin-5-yl)piperidin-3-ylamino)cyclohexylcarbamate (0.58 gm, 1.31 mmol) in dioxane (3.52 mL) and MeOH (0.44 mL). After 1 h of stirring the reaction mixture was concentrated and the residue was partitioned between EtOAc and sat. NaHCO3. The aqueous phase was isolated and extracted with EtOAc. All organic phases were combined, washed with saturated aqueous NaCl, dried over ... The reactants are 2-peptide ester, C(C1=CC=CC=C1)OC([C@@H](NC([C@@H](NC(=O)OC(C)(C)C)C(C)C)=O)CCCCNC(=O)OCC1=CC=CC=C1)=O (t-Butyloxycarbonyl-L-valyl-Nε -benzyloxycarbonyl-L-lysine benzyl ester), CCN(C(C)C)C(C)C (DIEA), C=1C=CC2=C(C1)N=NN2O (HOBt), N([C@@H](C)C(=O)OC1=CC=C([N+](=O)[O-])C=C1)C(=O)OC(C)(C)C (Boc-L-Ala-ONp). The solvent is CN(C)C=O (DMF). Yields the product C(C1=CC=CC=C1)OC([C@@H](NC([C@@H](NC([C@@H](NC(=O)OC(C)(C)C)C)=O)C(C)C)=O)CCCCNC(=O)OCC1=CC=CC=C1)=O (t-Butyloxycarbonyl-L-alanyl-L-valyl-Nε -benzyloxycarbonyl-L-lysine benzyl ester). As a reaction SMILES: [CH2:1]([O:8][C:9](=[O:41])[C@H:10]([CH2:26][CH2:27][CH2:28][CH2:29][NH:30][C:31]([O:33][CH2:34][C:35]1[CH:40]=[CH:39][CH:38]=[CH:37][CH:36]=1)=[O:32])[NH:11][C:12](=[O:25])[C@H:13]([CH:22]([CH3:24])[CH3:23])NC(OC(C)(C)C)=O)[C:2]1[CH:7]=[CH:6][CH:5]=[CH:4][CH:3]=1.CC[N:44](C(C)C)C(C)C.C1C=CC2N(O)N=NC=2C=1.[NH:61]([C:76]([O:78][C:79]([CH3:82])([CH3:81])[CH3:80])=[O:77])[C@H:62]([C:64](OC1C=CC([N+]([O-])=O)=CC=1)=[O:65])[CH3:63]>CN(C=O)C>[CH2:1]([O:8][C:9](=[O:41])[C@H:10]([CH2:26][CH2:27][CH2:28][CH2:29][NH:30][C:31]([O:33][CH2:34][C:35]1[CH:36]=[CH:37][CH:38]=[CH:39][CH:40]=1)=[O:32])[NH:11][C:12](=[O:25])[C@H:13]([CH:22]([CH3:23])[CH3:24])[NH:44][C:64](=[O:65])[C@H:62]([CH3:63])[NH:61][C:76]([O:78][C:79]([CH3:82])([CH3:81])[CH3:80])=[O:77])[C:2]1[CH:3]=[CH:4][CH:5]=[CH:6][CH:7]=1. Procedure: The Boc group was removed from a sample (3.8 g, 6.6 mmole) of compound XX as described above. The partially deprotected 2-peptide ester (trifluoroacetate salt) was dissolved in DMF (60 ml) and treated with DIEA (2.4 ml, 15 mmole), HOBt (1.18 g, 7.7 mmole) and Boc-L-Ala-ONp (2.38 g, 7.7 mmole, Bachem) at 0°. After overnight storage at room temperature a semisolid mass formed. Most of the solvent was removed in vacuo, the residue triturated with EtOAc and with ether and dried: 3.6 g (85%), m.p. 14... Procedure details: To the solution of 2-(3-methoxy-4-acetoxyphenyl)-1,3-dioxolan (22 g) prepared from 3-methoxy-4-hydroxybenzaldehyde as in Example 12 in dichloromethane (50 ml) bis(trimethylsilyl)-5-fluorouracil prepared from 5-fluorouracil (10 g) was added followed by treating as in Example 10 to give 9.8 g of crystalline 1-[α-(2-hydroxyethoxy)-3-methoxy-4-acetoxybenzyl]-5-fluorouracil. Run in ClCCl (dichloromethane). The yield is 34.6%. Starting materials: COC=1C=C(C=CC1OC(C)=O)C1OCCO1 (2-(3-methoxy-4-acetoxyphenyl)-1,3-dioxolan), COC=1C=C(C=O)C=CC1O (3-methoxy-4-hydroxybenzaldehyde), FC=1C(NC(NC1)=O)=O (5-fluorouracil). RXN SMILES: [CH3:1][O:2][C:3]1[CH:4]=[C:5]([CH:13]2[O:17][CH2:16][CH2:15][O:14]2)[CH:6]=[CH:7][C:8]=1[O:9][C:10](=[O:12])[CH3:11].COC1C=C(C=CC=1O)C=O.[F:29][C:30]1[C:31](=[O:37])[NH:32][C:33](=[O:36])[NH:34][CH:35]=1>ClCCl>[OH:14][CH2:15][CH2:16][O:17][CH:13]([N:34]1[CH:35]=[C:30]([F:29])[C:31](=[O:37])[NH:32][C:33]1=[O:36])[C:5]1[CH:6]=[CH:7][C:8]([O:9][C:10](=[O:12])[CH3:11])=[C:3]([O:2][CH3:1])[CH:4]=1. Product: OCCOC(C1=CC(=C(C=C1)OC(C)=O)OC)N1C(=O)NC(=O)C(=C1)F (1-[α-(2-hydroxyethoxy)-3-methoxy-4-acetoxybenzyl]-5-fluorouracil). The reactants are CC1(OCCO1)C=1C=C2C(CCC(C2=CC1)(CC(=O)OCC)O)(C)C ((±)6-(2-methyl-1,3-dioxolan-2-yl)-1,2,3,4-tetrahydro-4,4-dimethyl-1-hydroxy-1-(carboethoxymethyl)-naphthlene), CC=1C=CC(=CC1)S(=O)(=O)O (TsOH), O (water). The solvent is C1=CC=CC=C1 (benzene). Product: CC1(CC=C(C2=CC=C(C=C12)C(C)=O)CC(=O)OCC)C (3,4-Dihydro-4,4-dimethyl-1-(carboethoxymethyl)-6-acetyl-naphthalene). RXN SMILES: [CH3:1][C:2]1([C:7]2[CH:8]=[C:9]3[C:14](=[CH:15][CH:16]=2)[C:13](O)([CH2:17][C:18]([O:20][CH2:21][CH3:22])=[O:19])[CH2:12][CH2:11][C:10]3([CH3:25])[CH3:24])OCC[O:3]1.CC1C=CC(S(O)(=O)=O)=CC=1.O>C1C=CC=CC=1>[CH3:24][C:10]1([CH3:25])[C:9]2[C:14](=[CH:15][CH:16]=[C:7]([C:2](=[O:3])[CH3:1])[CH:8]=2)[C:13]([CH2:17][C:18]([O:20][CH2:21][CH3:22])=[O:19])=[CH:12][CH2:11]1. Reported procedure: A solution of (±)6-(2-methyl-1,3-dioxolan-2-yl)-1,2,3,4-tetrahydro-4,4-dimethyl-1-hydroxy-1-(carboethoxymethyl)-naphthlene ((Compound D16, 321 mg, 0.90 mmol) and catalytic amount of TsOH in 20 ml of benzene was refluxed for 12 h. During the reaction the water generated from the reaction was periodically removed by a Dean-Stark trap. The solvent was removed and the residue was purified by column chromatography (silica, ethyl acetate/hexane (1/3)) to give the title compound as an oil (215 mg).